The task is: describe an organic reaction: reactants, conditions, products, and yield. This data is from the Open Reaction Database (ORD), a public repository of structured organic reaction records. Reactants: C(C)(=O)N(C1C2=C(N(CCC1)C(=O)Cl)C=C(C=C2)Cl)CC2=CC(=CC(=C2)C(F)(F)F)C(F)(F)F (5-[Acetyl-(3,5-bis-trifluoromethyl-benzyl)-amino]-8-chloro-2,3,4,5-tetrahydro-benzo[b]azepine-1-carbonyl chloride), O.NN (hydrazine hydrate), CCOC(=O)C (EtOAc). Solvent: CO (MeOH). Reaction conditions: temperature 70 celsius. The product is FC(C=1C=C(CN(C(C)=O)C2C3=C(N(CCC2)C(=O)NN)C=C(C=C3)Cl)C=C(C1)C(F)(F)F)(F)F (N-(3,5-Bistrifluoromethyl-benzyl)-N-(8-chloro-1-hydrazinocarbonyl-2,3,4,5-tetrahydro-1H-benzo[b]azepin-5-yl)-acetamide). RXN SMILES: [C:1]([N:4]([CH2:20][C:21]1[CH:26]=[C:25]([C:27]([F:30])([F:29])[F:28])[CH:24]=[C:23]([C:31]([F:34])([F:33])[F:32])[CH:22]=1)[CH:5]1[CH2:11][CH2:10][CH2:9][N:8]([C:12](Cl)=[O:13])[C:7]2[CH:15]=[C:16]([Cl:19])[CH:17]=[CH:18][C:6]1=2)(=[O:3])[CH3:2].O.[NH2:36][NH2:37].CCOC(C)=O>CO>[F:33][C:31]([F:32])([F:34])[C:23]1[CH:22]=[C:21]([CH:26]=[C:25]([C:27]([F:29])([F:30])[F:28])[CH:24]=1)[CH2:20][N:4]([CH:5]1[CH2:11][CH2:10][CH2:9][N:8]([C:12]([NH:36][NH2:37])=[O:13])[C:7]2[CH:15]=[C:16]([Cl:19])[CH:17]=[CH:18][C:6]1=2)[C:1](=[O:3])[CH3:2] |f:1.2|. Reported procedure: A mixture of 5-[Acetyl-(3,5-bis-trifluoromethyl-benzyl)-amino]-8-chloro-2,3,4,5-tetrahydro-benzo[b]azepine-1-carbonyl chloride (1.0 mmol, 0.52 g) and hydrazine hydrate (50.0 mmol, 1.56 mL) in MeOH (5 mL) was refluxed at 70° C. for 12 h with vigorous stirring. The solvent was removed in vacuo and the crude product was purified by crystallization using EtOAc. The product was obtained as white solid; Rf 0.2 (EtOAc); MS (ES+): 523 (M+H+). Reactants: O1CC(C=2C1=CN=CC2)=O (furo[2,3-c]pyridin-3(2H)-one), C(C)OC(=O)C1=C(C=2C(=NC(=CC2)Cl)O1)O (3-hydroxy-6-chlorofuro[2,3-b]pyridine-2-carboxylic acid ethyl ester). The product is ClC1=CC=C2C(=N1)OCC2=O (6-chlorofuro[2,3-b]pyridin-3(2H)-one). RXN SMILES: O1C2=CN=CC=C2C(=O)C1.C(OC([C:16]1[O:25][C:19]2=[N:20][C:21]([Cl:24])=[CH:22][CH:23]=[C:18]2[C:17]=1[OH:26])=O)C>>[Cl:24][C:21]1[N:20]=[C:19]2[O:25][CH2:16][C:17](=[O:26])[C:18]2=[CH:23][CH:22]=1. Reported procedure: This compound was prepared using a method analogous to that of furo[2,3-c]pyridin-3(2H)-one (A.2.4.3), 3-hydroxy-6-chlorofuro[2,3-b]pyridine-2-carboxylic acid ethyl ester replacing 3-hydroxyfuro[2,3-c]pyridine-2-carboxylic acid ethyl ester;